This data is from the Open Reaction Database (ORD), a public repository of structured organic reaction records. The task is: describe an organic reaction: reactants, conditions, products, and yield The reactants are FC=1C=C2C(=CNC2=CC1)C1CCN(CC1)C (5-fluoro-3-(1-methyl-4-piperidinyl)-1H-indole), C1(=CC=CC=C1)S(=O)(=O)Cl (phenylsulfonyl chloride). The product is FC=1C=C2C(=CN(C2=CC1)S(=O)(=O)C1=CC=CC=C1)C1CCN(CC1)C (5-Fluoro-1-phenylsulfonyl-3-(1-methyl-4-piperidinyl)indole). Reaction SMILES: [F:1][C:2]1[CH:3]=[C:4]2[C:8](=[CH:9][CH:10]=1)[NH:7][CH:6]=[C:5]2[CH:11]1[CH2:16][CH2:15][N:14]([CH3:17])[CH2:13][CH2:12]1.[C:18]1([S:24](Cl)(=[O:26])=[O:25])[CH:23]=[CH:22][CH:21]=[CH:20][CH:19]=1>>[F:1][C:2]1[CH:3]=[C:4]2[C:8](=[CH:9][CH:10]=1)[N:7]([S:24]([C:18]1[CH:23]=[CH:22][CH:21]=[CH:20][CH:19]=1)(=[O:26])=[O:25])[CH:6]=[C:5]2[CH:11]1[CH2:16][CH2:15][N:14]([CH3:17])[CH2:13][CH2:12]1. Procedure: (27.3 mg, 73%) from 5-fluoro-3-(1-methyl-4-piperidinyl)-1H-indole (Example 5c, 25 mg, 0.1 mmol) and phenylsulfonyl chloride (26.4 mg, 0.15 mmol), HRMS-FAB+ for C20H21N2O2SF, calculated MH+ : 373.13861; found: 373.13569. The reactants are NC1=CC(=NN1C1=CC=CC=C1)C(=O)OCC (Ethyl 5-amino-1-phenyl-1H-pyrazole-3-carboxylate), C1(=CC=CC=C1)P(C1=CC=CC=2C(C3=CC=CC(=C3OC12)P(C1=CC=CC=C1)C1=CC=CC=C1)(C)C)C1=CC=CC=C1 (4,5-bis(diphenylphosphino)-9,9-dimethylxanthene), IC1=CC=CC=C1 (iodobenzene), C([O-])([O-])=O.[Cs+].[Cs+] (cesium carbonate). Reagents/catalysts: C=1C=CC(=CC1)/C=C/C(=O)/C=C/C2=CC=CC=C2.C=1C=CC(=CC1)/C=C/C(=O)/C=C/C2=CC=CC=C2.C=1C=CC(=CC1)/C=C/C(=O)/C=C/C2=CC=CC=C2.[Pd].[Pd] (tris(dibenzylideneacetone)dipalladium). Run in C1(=CC=CC=C1)C (toluene), C(C)(=O)OCC (ethyl acetate), O (water), O1CCCC1 (tetrahydrofuran). Conditions: temperature 120 celsius, time 18 hour. Product: C1(=CC=CC=C1)N1N=C(C=C1NC1=CC=CC=C1)C(=O)OCC (ethyl 1-phenyl-5-(phenylamino)-1H-pyrazole-3-carboxylate). Yield: 58.6%. RXN SMILES: [NH2:1][C:2]1[N:6]([C:7]2[CH:12]=[CH:11][CH:10]=[CH:9][CH:8]=2)[N:5]=[C:4]([C:13]([O:15][CH2:16][CH3:17])=[O:14])[CH:3]=1.I[C:19]1[CH:24]=[CH:23][CH:22]=[CH:21][CH:20]=1.C(=O)([O-])[O-].[Cs+].[Cs+].C1(P(C2C=CC=CC=2)C2C3OC4C(=CC=CC=4P(C4C=CC=CC=4)C4C=CC=CC=4)C(C)(C)C=3C=CC=2)C=CC=CC=1>C1(C)C=CC=CC=1.O1CCCC1.C1C=CC(/C=C/C(/C=C/C2C=CC=CC=2)=O)=CC=1.C1C=CC(/C=C/C(/C=C/C2C=CC=CC=2)=O)=CC=1.C1C=CC(/C=C/C(/C=C/C2C=CC=CC=2)=O)=CC=1.[Pd].[Pd].C(OCC)(=O)C.O>[C:7]1([N:6]2[C:2]([NH:1][C:19]3[CH:24]=[CH:23][CH:22]=[CH:21][CH:20]=3)=[CH:3][C:4]([C:13]([O:15][CH2:16][CH3:17])=[O:14])=[N:5]2)[CH:12]=[CH:11][CH:10]=[CH:9][CH:8]=1 |f:2.3.4,8.9.10.11.12|. Procedure details: Ethyl 5-amino-1-phenyl-1H-pyrazole-3-carboxylate (443 mg) synthesized according to the method described in WO2004/98589, iodobenzene (469 mg), cesium carbonate (1.2 g), tris(dibenzylideneacetone)dipalladium (0) (87 mg) and 4,5-bis(diphenylphosphino)-9,9-dimethylxanthene (111 mg) were suspended in toluene (10 mL) and tetrahydrofuran (2 mL), and the mixture was sufficiently deaerated, and stirred at 120° C. for 18 hr under an argon atmosphere. The reaction mixture was allowed to cool to room tempe... Reaction SMILES: [CH3:17][Li:18].[CH3:20][CH2:21][O:22][CH2:23][CH3:24].[Cl:1][c:2]1[cH:3][cH:4][c:5]([S:8][CH2:9][CH2:10][C:11]2([Br:14])[C:12]([Br:15])([Br:16])[CH2:13]2)[cH:6][cH:7]1.[OH2:19]>>[Cl:1][c:2]1[cH:3][cH:4][c:5]([S:8][CH2:9][CH2:10][C:11]2=[CH:12][CH2:13]2)[cH:6][cH:7]1. Starting materials: [Li]C, CCOCC, Clc1ccc(SCCC2(Br)CC2(Br)Br)cc1, O. Yields the product Clc1ccc(SCCC2=CC2)cc1. Starting materials: C(=O)(O)C(CC=1C=C2C(=CN(C2=CC1)C)CC1=C(C=C(C(=O)OC)C=C1)OC)C (methyl 4-[5-(2-carboxypropyl)-1-methylindol-3-ylmethyl]-3-methoxybenzoate), Cl.CN(CCCN=C=NCC)C (1-(3-dimethylaminopropyl)-3-ethylcarbodiimide hydrochloride), C(CCCC)N (pentylamine). As a reaction SMILES: [C:1]([CH:4]([CH3:29])[CH2:5][C:6]1[CH:7]=[C:8]2[C:12](=[CH:13][CH:14]=1)[N:11]([CH3:15])[CH:10]=[C:9]2[CH2:16][C:17]1[CH:26]=[CH:25][C:20]([C:21]([O:23][CH3:24])=[O:22])=[CH:19][C:18]=1[O:27][CH3:28])(O)=[O:2].Cl.CN(C)CCCN=C=NCC.[CH2:42]([NH2:47])[CH2:43][CH2:44][CH2:45][CH3:46]>CN(C)C1C=CN=CC=1.C(Cl)Cl>[CH3:28][O:27][C:18]1[CH:19]=[C:20]([CH:25]=[CH:26][C:17]=1[CH2:16][C:9]1[C:8]2[C:12](=[CH:13][CH:14]=[C:6]([CH2:5][CH:4]([C:1](=[O:2])[NH:47][CH2:42][CH2:43][CH2:44][CH2:45][CH3:46])[CH3:29])[CH:7]=2)[N:11]([CH3:15])[CH:10]=1)[C:21]([O:23][CH3:24])=[O:22] |f:1.2|. Run in C(Cl)Cl (methylene chloride), C(Cl)Cl (Methylene chloride). The reagents and catalysts are CN(C1=CC=NC=C1)C (4-dimethylaminopyridine). Isolated yield 80.4%. Run at time 18 hour. Procedure: A mixture of methyl 4-[5-(2-carboxypropyl)-1-methylindol-3-ylmethyl]-3-methoxybenzoate (0.7 g), 4-dimethylaminopyridine (0.249 g), 1-(3-dimethylaminopropyl)-3-ethylcarbodiimide hydrochloride (0.391 g) and pentylamine (0.154 g) was dissolved in methylene chloride (15 ml), and stirred for 18 hr, under an atmosphere of nitrogen. Methylene chloride (50 ml) was added, the solution was washed with 1M hydrochloric acid and brine, and dried (MgSO4). The solvent was evaporated and the residual oil purifi... The product is COC=1C=C(C(=O)OC)C=CC1CC1=CN(C2=CC=C(C=C12)CC(C)C(NCCCCC)=O)C (methyl 3-methoxy-4-[1-methyl-5-[2-(pentylcarbamoyl)propyl]indol-3-ylmethyl]benzoate).